Dataset: the Open Reaction Database (ORD), a public repository of structured organic reaction records. Task: describe an organic reaction: reactants, conditions, products, and yield Reactants: C(CC(=O)OC)(=O)OC (dimethyl malonate), C[O-].[Na+] (sodium methylate), C1(CCCCC1)C=CC(C)=O (1-cyclohexylbut-1-en-3-one), C(CCC)(=O)Cl (butyryl chloride), Cl (hydrochloric acid), 4-N,N-dimethylaminopyridine, [OH-].[Na+] (sodium hydroxide). The solvent is C1(=CC=CC=C1)C (toluene), O (water). Run at temperature 100 celsius, time 4 hour. Product: C(CCC)(=O)C1C(CC(CC1=O)C1CCCCC1)=O (2-butyryl-5-cyclohexylcyclohexane-1,3-dione). Yield: 84.1%. Reaction SMILES: C(OC)(=O)[CH2:2][C:3](OC)=[O:4].C[O-].[Na+].[CH:13]1([CH:19]=[CH:20][C:21](=[O:23])[CH3:22])[CH2:18][CH2:17][CH2:16][CH2:15][CH2:14]1.[C:24](Cl)(=[O:28])[CH2:25][CH2:26][CH3:27].[OH-].[Na+].Cl>C1(C)C=CC=CC=1.O>[C:24]([CH:22]1[C:21](=[O:23])[CH2:20][CH:19]([CH:13]2[CH2:18][CH2:17][CH2:16][CH2:15][CH2:14]2)[CH2:2][C:3]1=[O:4])(=[O:28])[CH2:25][CH2:26][CH3:27] |f:1.2,5.6|. Procedure details: 132 g of dimethyl malonate, 180 g of 30% strength sodium methylate, 152 g of 1-cyclohexylbut-1-en-3-one and 106.5 g of butyryl chloride are reacted in 1 liter of toluene, in a manner similar to that described in Example 1. 5 g of 4-N,N-dimethylaminopyridine are added to the reaction mixture thus obtained and the batch is stirred for 4 hours at 100° C. and then cooled to room temperature. It is then extracted twice with a total of 3.5 moles of sodium hydroxide in 1.5 liters of water and the combi...